Dataset: the Open Reaction Database (ORD), a public repository of structured organic reaction records. Task: describe an organic reaction: reactants, conditions, products, and yield The reactants are [BH4-], CO, CN(CC=C(F)C(F)(F)C(F)(F)F)CCCCCC1Cc2cc(O)ccc2C2C(F)CC3(C)C(=O)CCC3C12, [Na+]. The product is CN(CC=C(F)C(F)(F)C(F)(F)F)CCCCCC1Cc2cc(O)ccc2C2C(F)CC3(C)C(O)CCC3C12. RXN SMILES: [BH4-:40].[CH3:42][OH:43].[F:1][CH:2]1[CH:3]2[c:4]3[cH:5][cH:6][c:7]([OH:39])[cH:8][c:9]3[CH2:10][CH:11]([CH2:21][CH2:22][CH2:23][CH2:24][CH2:25][N:26]([CH3:27])[CH2:28][CH:29]=[C:30]([C:31]([C:32]([F:33])([F:34])[F:35])([F:36])[F:37])[F:38])[CH:12]2[CH:13]2[CH2:14][CH2:15][C:16](=[O:20])[C:17]2([CH3:18])[CH2:19]1.[Na+:41]>>[F:1][CH:2]1[CH:3]2[c:4]3[cH:5][cH:6][c:7]([OH:39])[cH:8][c:9]3[CH2:10][CH:11]([CH2:21][CH2:22][CH2:23][CH2:24][CH2:25][N:26]([CH3:27])[CH2:28][CH:29]=[C:30]([C:31]([C:32]([F:33])([F:34])[F:35])([F:36])[F:37])[F:38])[CH:12]2[CH:13]2[CH2:14][CH2:15][CH:16]([OH:20])[C:17]2([CH3:18])[CH2:19]1.